From a dataset of the Open Reaction Database (ORD), a public repository of structured organic reaction records. describe an organic reaction: reactants, conditions, products, and yield Starting materials: N(C(=O)C)\C(=C/C(=O)OC)\C (methyl 3-acetaminocrotonate), NC1=CC(=C(C=C1)N1CCS(CC1)(=O)=O)F (4-(4-amino-2-fluorophenyl)1,1-dioxidothiomorpholine), C[Al](C)C (trimethylaluminium), N#N (N2). Run in C(Cl)Cl (CH2Cl2), C(Cl)Cl (CH2Cl2). Conditions: time 20 minute. The product is O=S1(CCN(CC1)C1=C(C=C(C=C1)N1C(=NC(=CC1=O)C)C)F)=O (3-(4-(1,1-dioxidothiomorpholino)-3-fluorophenyl)-2,6-dimethyl pyrimidin-4(3H)-one). The yield is 46.9%. RXN SMILES: [NH2:1][C:2]1[CH:7]=[CH:6][C:5]([N:8]2[CH2:13][CH2:12][S:11](=[O:15])(=[O:14])[CH2:10][CH2:9]2)=[C:4]([F:16])[CH:3]=1.C[Al](C)C.N#N.[NH:23](/[C:27](/[CH3:33])=[CH:28]\[C:29](OC)=[O:30])[C:24]([CH3:26])=O>C(Cl)Cl>[O:15]=[S:11]1(=[O:14])[CH2:12][CH2:13][N:8]([C:5]2[CH:6]=[CH:7][C:2]([N:1]3[C:29](=[O:30])[CH:28]=[C:27]([CH3:33])[N:23]=[C:24]3[CH3:26])=[CH:3][C:4]=2[F:16])[CH2:9][CH2:10]1. Reported procedure: To a solution of 4-(4-amino-2-fluorophenyl)1,1-dioxidothiomorpholine (1.20 g, 4.91 mmol) in anhydrous CH2Cl2 (100 mL) was added trimethylaluminium (28.5 mL, 28.5 mmol, 1 M in heptane) carefully dropwise under N2. Upon the end of addition the mixture was stirred at rt for 20 min, followed by the addition of a solution of methyl 3-acetaminocrotonate (2.32 g, 14.76 mmol) in anhydrous CH2Cl2 (30 mL). Upon the end of addition the reaction mixture was stirred at rt for another 15 h, then quenched with... The reactants are ice water, [H-].[Na+] (sodium hydride), C(C)(=O)OC(C)=O (acetic anhydride), N1=CC(=CC=C1)C=NN1C(NC2=CC=C(C=C2C1)C(C(F)(F)F)(C(F)(F)F)F)=O (3-(3-pyridylmethylideneamino)-3,4-dihydro-6-[1,2,2,2-tetrafluoro-1-(trifluoromethyl)ethyl]-2(1H)-quinazolinone). Run in CC(=O)N(C)C (dimethylacetamide). Run at time 30 minute. The product is C(C)(=O)N1C(N(CC2=CC(=CC=C12)C(C(F)(F)F)(C(F)(F)F)F)N=CC=1C=NC=CC1)=O (1-acetyl-3-(3-pyridylmethylideneamino)-3,4-dihydro-6-[1,2,2,2-tetrafluoro-1-(trifluoromethyl)ethyl]-2(1H)-quinazolinone). Isolated yield 93.7%. As a reaction SMILES: [N:1]1[CH:6]=[CH:5][CH:4]=[C:3]([CH:7]=[N:8][N:9]2[CH2:18][C:17]3[C:12](=[CH:13][CH:14]=[C:15]([C:19]([F:28])([C:24]([F:27])([F:26])[F:25])[C:20]([F:23])([F:22])[F:21])[CH:16]=3)[NH:11][C:10]2=[O:29])[CH:2]=1.[H-].[Na+].[C:32](OC(=O)C)(=[O:34])[CH3:33]>CC(N(C)C)=O>[C:32]([N:11]1[C:12]2[C:17](=[CH:16][C:15]([C:19]([F:28])([C:24]([F:25])([F:26])[F:27])[C:20]([F:22])([F:21])[F:23])=[CH:14][CH:13]=2)[CH2:18][N:9]([N:8]=[CH:7][C:3]2[CH:2]=[N:1][CH:6]=[CH:5][CH:4]=2)[C:10]1=[O:29])(=[O:34])[CH3:33] |f:1.2|. Procedure details: In 10 ml of dimethylacetamide was dissolved 0.84 g (1.8 mmol) of 3-(3-pyridylmethylideneamino)-3,4-dihydro-6-[1,2,2,2-tetrafluoro-1-(trifluoromethyl)ethyl]-2(1H)-quinazolinone, and to the resulting solution was added 0.09 g (2.3 mmol) of sodium hydride (purity: 62.4%). The reaction was carried out at room temperature for 30 minutes, after which 0.25 g (2.4 mmol) of acetic anhydride was added and the reaction was carried out for 4 hours. After completion of the reaction, the reaction solution was... The reactants are ClC1=NC2=CC(=C(C=C2N=C1Cl)Cl)Cl (2,3,6,7-Tetrachloroquinoxaline), S(=O)(=O)(O)OC1=CC=C(C=C1)NC (4-(N-methylamino)phenol sulfate), ( a ), ClC1=NC2=CC=CC=C2N=C1Cl (2,3-dichloroquinoxaline), ( a ). Yields the product CN(C1=NC2=CC(=C(C=C2N=C1Cl)Cl)Cl)C1=CC=C(C=C1)O (4-[N-methyl-N-(3,6,7-trichloro-2-quinoxalinyl)amino]phenol). Reaction SMILES: Cl[C:2]1[C:11]([Cl:12])=[N:10][C:9]2[C:4](=[CH:5][C:6]([Cl:14])=[C:7]([Cl:13])[CH:8]=2)[N:3]=1.ClC1C(Cl)=NC2C(=CC=CC=2)N=1.S([O:31][C:32]1[CH:37]=[CH:36][C:35]([NH:38][CH3:39])=[CH:34][CH:33]=1)(O)(=O)=O>>[CH3:39][N:38]([C:35]1[CH:36]=[CH:37][C:32]([OH:31])=[CH:33][CH:34]=1)[C:2]1[C:11]([Cl:12])=[N:10][C:9]2[C:4](=[CH:5][C:6]([Cl:14])=[C:7]([Cl:13])[CH:8]=2)[N:3]=1. Procedure details: 2,3,6,7-Tetrachloroquinoxaline (mp 176° C.; prepared following essentially the same procedure as that referred to in Example 3 Part (a) for the preparation of 2,3-dichloroquinoxaline) was reacted with 4-(N-methylamino)phenol sulfate, following essentially the same procedure as that described in Example 1 Part (a), to give 4-[N-methyl-N-(3,6,7-trichloro-2-quinoxalinyl)amino]phenol. Reactants: ClC=1C=C(C(=O)NC2(C(N(C3=CC=CC=C23)CCCCC)=O)CCC(=O)OC)C=CC1Cl (methyl 3-[3-(3,4-dichlorobenzoylamino)-2,3-dihydro-2-oxo-1-pentyl-1H-indol-3-yl]propionate), [OH-].[Na+] (sodium hydroxide). Run in CO (methanol). Yields the product ClC=1C=C(C(=O)NC2(C(N(C3=CC=CC=C23)CCCCC)=O)CCC(=O)O)C=CC1Cl (3-[3-(3,4-dichlorobenzoylamino)-2,3-dihydro-2-oxo-1-pentyl-1H-indol-3-yl]propionic acid). The yield is 88.5%. As a reaction SMILES: [Cl:1][C:2]1[CH:3]=[C:4]([CH:29]=[CH:30][C:31]=1[Cl:32])[C:5]([NH:7][C:8]1([CH2:23][CH2:24][C:25]([O:27]C)=[O:26])[C:16]2[C:11](=[CH:12][CH:13]=[CH:14][CH:15]=2)[N:10]([CH2:17][CH2:18][CH2:19][CH2:20][CH3:21])[C:9]1=[O:22])=[O:6].[OH-].[Na+]>CO>[Cl:1][C:2]1[CH:3]=[C:4]([CH:29]=[CH:30][C:31]=1[Cl:32])[C:5]([NH:7][C:8]1([CH2:23][CH2:24][C:25]([OH:27])=[O:26])[C:16]2[C:11](=[CH:12][CH:13]=[CH:14][CH:15]=2)[N:10]([CH2:17][CH2:18][CH2:19][CH2:20][CH3:21])[C:9]1=[O:22])=[O:6] |f:1.2|. Reported procedure: A mixture of 3.89 g of methyl 3-[3-(3,4-dichlorobenzoylamino)-2,3-dihydro-2-oxo-1-pentyl-1H-indol-3-yl]propionate, 16 ml of a 2N sodium hydroxide aqueous solution and 100 ml of methanol was refluxed for 40 minutes. After the reaction mixture was cooled to room temperature, the solvent was removed by evaporation under reduced pressure. The residue was diluted with water, adjusted to pH 4 with 10% hydrochloric acid and then extracted with chloroform. After the extract was washed with water and dri... The reactants are C1CCOC1, C[Mg]Cl, CCOCC, Cc1ccccc1, CC(=O)c1ccc(-c2nc3ccc(C4(c5ccccc5)CC4)nc3s2)c(F)c1. Yields the product CC(C)(O)c1ccc(-c2nc3ccc(C4(c5ccccc5)CC4)nc3s2)c(F)c1. Reaction SMILES: [CH2:32]1[O:33][CH2:34][CH2:35][CH2:36]1.[CH3:29][Mg:30][Cl:31].[CH3:37][CH2:38][O:39][CH2:40][CH3:41].[CH3:42][c:43]1[cH:44][cH:45][cH:46][cH:47][cH:48]1.[F:1][c:2]1[cH:3][c:4]([C:26]([CH3:27])=[O:28])[cH:5][cH:6][c:7]1-[c:8]1[s:9][c:10]2[n:11][c:12]([C:17]3([c:20]4[cH:21][cH:22][cH:23][cH:24][cH:25]4)[CH2:18][CH2:19]3)[cH:13][cH:14][c:15]2[n:16]1>>[F:1][c:2]1[cH:3][c:4]([C:26]([CH3:27])([OH:28])[CH3:29])[cH:5][cH:6][c:7]1-[c:8]1[s:9][c:10]2[n:11][c:12]([C:17]3([c:20]4[cH:21][cH:22][cH:23][cH:24][cH:25]4)[CH2:18][CH2:19]3)[cH:13][cH:14][c:15]2[n:16]1. Starting materials: CC(CC)(C)C=1C=CC(C1)=C(C)C (3-(1,1-dimethylpropyl)-6,6-dimethylfulvene), C(C)(C)(C)C=1C=CC=2CC3=CC=C(C=C3C2C1)C(C)(C)C (3,6-di-tert-butylfluorene), CCCCCC (hexane), C(CCC)[Li] (n-butyllithium). The solvent is CCOCC (ether), O (water), C1CCOC1 (THF), C1CCOC1 (THF). Yields the product CC(CC)(C)C1=CC(C=C1)C(C)(C)C1=CC(=CC=2C3=CC(=CC=C3CC12)C(C)(C)C)C(C)(C)C (2-(3-(1,1-dimethylpropyl)cyclopentadienyl)-2-(3,6-di-tert-butylfluorenyl)propane). Isolated yield 59.0%. RXN SMILES: [C:1]([C:5]1[CH:6]=[CH:7][C:8]2[CH2:9][C:10]3[C:15]([C:16]=2[CH:17]=1)=[CH:14][C:13]([C:18]([CH3:21])([CH3:20])[CH3:19])=[CH:12][CH:11]=3)([CH3:4])([CH3:3])[CH3:2].CCCCCC.C([Li])CCC.[CH3:33][C:34]([C:38]1[CH:39]=[CH:40][C:41](=[C:43]([CH3:45])[CH3:44])[CH:42]=1)([CH3:37])[CH2:35][CH3:36]>C1COCC1.CCOCC.O>[CH3:37][C:34]([C:38]1[CH:39]=[CH:40][CH:41]([C:43]([C:11]2[C:10]3[CH2:9][C:8]4[C:16](=[CH:17][C:5]([C:1]([CH3:4])([CH3:3])[CH3:2])=[CH:6][CH:7]=4)[C:15]=3[CH:14]=[C:13]([C:18]([CH3:21])([CH3:20])[CH3:19])[CH:12]=2)([CH3:44])[CH3:45])[CH:42]=1)([CH3:33])[CH2:35][CH3:36]. Procedure: To a solution of 2.14 g (7.7 mmol) of 3,6-di-tert-butylfluorene in 40 ml of THF, 5.0 ml (8.1 mmol) of a hexane solution of n-butyllithium was dropwise added in a nitrogen atmosphere with ice cooling, followed by stirring at room temperature for one night. To the resulting red solution, a solution of 1.81 g (10.3 mmol) of 3-(1,1-dimethylpropyl)-6,6-dimethylfulvene in 30 ml of THF was dropwise added in a nitrogen atmosphere with ice cooling, followed by stirring at room temperature for 3 days. Aft...